Dataset: the Open Reaction Database (ORD), a public repository of structured organic reaction records. Task: describe an organic reaction: reactants, conditions, products, and yield The reactants are ClC=1C=CC(=C(C1)C1=CC(N(C=C1C#N)C(C(=O)NC1=CC=C(C(=O)OC(C)(C)C)C=C1)C)=O)C#N (tert-Butyl 4-({2-[4-(5-chloro-2-cyanophenyl)-5-cyano-2-oxopyridin-1(2H)-yl]propanoyl}amino)benzoate), C(=O)(C(F)(F)F)O (TFA). Product: ClC=1C=CC(=C(C1)C1=CC(N(C=C1C#N)C(C(=O)NC1=CC=C(C(=O)O)C=C1)C)=O)C#N (4-({2-[4-(5-Chloro-2-cyanophenyl)-5-cyano-2-oxopyridin-1(2H)-yl]propanoyl}amino)benzoic acid). As a reaction SMILES: [Cl:1][C:2]1[CH:3]=[CH:4][C:5]([C:35]#[N:36])=[C:6]([C:8]2[C:13]([C:14]#[N:15])=[CH:12][N:11]([CH:16]([CH3:33])[C:17]([NH:19][C:20]3[CH:32]=[CH:31][C:23]([C:24]([O:26]C(C)(C)C)=[O:25])=[CH:22][CH:21]=3)=[O:18])[C:10](=[O:34])[CH:9]=2)[CH:7]=1.C(O)(C(F)(F)F)=O>>[Cl:1][C:2]1[CH:3]=[CH:4][C:5]([C:35]#[N:36])=[C:6]([C:8]2[C:13]([C:14]#[N:15])=[CH:12][N:11]([CH:16]([CH3:33])[C:17]([NH:19][C:20]3[CH:32]=[CH:31][C:23]([C:24]([OH:26])=[O:25])=[CH:22][CH:21]=3)=[O:18])[C:10](=[O:34])[CH:9]=2)[CH:7]=1. Reported procedure: 93 mg (0.19 mmol) of tert-butyl 4-({2-[4-(5-chloro-2-cyanophenyl)-5-cyano-2-oxopyridin-1(2H)-yl]propanoyl}amino)benzoate (racemate) (Example 16.1E) were hydrolysed with TFA according to General Method 2. Yield: 91 mg (quant.) Starting materials: N1CCOCC1 (morpholine), ClCC(=O)NC1=CC=C2C(C(=C(OC2=C1)C1=CC=C(C=C1)C(=O)OC)CCC)=O (Methyl 7-(2-chloracetamido)-3-propyl-4'-flavonecarboxylate). Solvent: C1=CC=CC=C1 (benzene). Reaction conditions: time 4 hour. The product is O1CCN(CC1)CC(=O)NC1=CC=C2C(C(=C(OC2=C1)C1=CC=C(C=C1)C(=O)OC)CCC)=O (methyl 7-(morpholinoacetamido)-3-propyl-4'-flavonecarboxylate). RXN SMILES: [NH:1]1[CH2:6][CH2:5][O:4][CH2:3][CH2:2]1.Cl[CH2:8][C:9]([NH:11][C:12]1[CH:21]=[C:20]2[C:15]([C:16](=[O:35])[C:17]([CH2:32][CH2:33][CH3:34])=[C:18]([C:22]3[CH:27]=[CH:26][C:25]([C:28]([O:30][CH3:31])=[O:29])=[CH:24][CH:23]=3)[O:19]2)=[CH:14][CH:13]=1)=[O:10]>C1C=CC=CC=1>[O:4]1[CH2:5][CH2:6][N:1]([CH2:8][C:9]([NH:11][C:12]2[CH:21]=[C:20]3[C:15]([C:16](=[O:35])[C:17]([CH2:32][CH2:33][CH3:34])=[C:18]([C:22]4[CH:27]=[CH:26][C:25]([C:28]([O:30][CH3:31])=[O:29])=[CH:24][CH:23]=4)[O:19]3)=[CH:14][CH:13]=2)=[O:10])[CH2:2][CH2:3]1. Procedure details: The mixture consisting of 9.2 of this derivative, 700 cc of benzene, 20 cc of morpholine is heated to reflux of the benzene with stirring for 4 hours, then cooled. The benzene phase is washed with water several times, dried on sodium sulfate and evaporated. The residue is recrystallized in ethyl alcohol. Yield 60%. MP=196° C. NMR in CDCl3 : δ=0.9 ppm, 3H, triplet, CH3 (propyl), δ=1.2-1.9 ppm, 2H, poorly resolved multiplet, CH2CH2CH3 ; δ=2.3-2.9 ppm, 6H, complex multiplet, CH2CH2CH3 +2CH2N (morph... Reactants: CC1=CC2=C(N=CN=C2O)S1 (6-methylthieno[2,3-d]pyrimidin-4-ol), BrBr (Br2). Solvent: C(C)(=O)O (acetic acid). Conditions: time 8 hour. The product is BrC1=C(SC=2N=CN=C(C21)O)C (5-bromo-6-methylthieno[2,3-d]pyrimidin-4-ol). Yield: 79.5%. Reaction SMILES: [CH3:1][C:2]1[S:11][C:5]2[N:6]=[CH:7][N:8]=[C:9]([OH:10])[C:4]=2[CH:3]=1.[Br:12]Br>C(O)(=O)C>[Br:12][C:3]1[C:4]2[C:9]([OH:10])=[N:8][CH:7]=[N:6][C:5]=2[S:11][C:2]=1[CH3:1]. Procedure details: A solution of 6-methylthieno[2,3-d]pyrimidin-4-ol (95 mg, 0.57 mmol, 1.00 equiv) in acetic acid (2 mL) was added Br2 (181 mg, 1.13 mmol, 2.00 equiv) and the resulting solution was stirred overnight at room temperature under nitrogen. After finished of the reaction, the reaction was then quenched with saturated aqueous NaHSO3 and extracted with 3×50 mL of ethyl acetate. The combined organic layers were washed with brine, dried over anhydrous sodium sulfate and concentrated under vacuum to give th... As a reaction SMILES: [CH3:1][O:2][C:3](=[O:33])[CH2:4][CH2:5][CH2:6][CH2:7][CH2:8][CH2:9][CH:10]1[CH:14]([O:15][CH:16]2[CH2:21][CH2:20][CH2:19][CH2:18][O:17]2)[CH2:13][CH2:12][CH:11]1/[CH:22]=[CH:23]/[C:24](=[O:32])[CH2:25][CH:26]1[CH2:31][CH2:30][CH2:29][CH2:28][CH2:27]1.[BH4-].[Na+].C(O)(=O)C>CO>[CH3:1][O:2][C:3](=[O:33])[CH2:4][CH2:5][CH2:6][CH2:7][CH2:8][CH2:9][CH:10]1[CH:14]([O:15][CH:16]2[CH2:21][CH2:20][CH2:19][CH2:18][O:17]2)[CH2:13][CH2:12][CH:11]1/[CH:22]=[CH:23]/[CH:24]([OH:32])[CH2:25][CH:26]1[CH2:31][CH2:30][CH2:29][CH2:28][CH2:27]1 |f:1.2|. The solvent is CO (methanol). Reactants: C(C)(=O)O (acetic acid), ice, COC(CCCCCCC1C(CCC1OC1OCCCC1)\C=C\C(CC1CCCCC1)=O)=O (trans-2-(4-cyclohexyl-3-oxo-1-butenyl)-5-[(tetrahydropyran-2-yl)oxy]cyclopentaneheptanoic acid methyl ester), [BH4-].[Na+] (sodium borohydride). The product is COC(CCCCCCC1C(CCC1OC1OCCCC1)\C=C\C(CC1CCCCC1)O)=O (trans-2-(4-cyclohexyl-3-hydroxy-1-butenyl)-5-[(tetrahydropyran-2-yl)oxy]cyclopentaneheptanoic acid methyl ester). Procedure details: To an ice cold solution of trans-2-(4-cyclohexyl-3-oxo-1-butenyl)-5-[(tetrahydropyran-2-yl)oxy]cyclopentaneheptanoic acid methyl ester (43 g), prepared in Example 7, in 200 ml of methanol, sodium borohydride (3.8 g) is added portionwise. After stirring for 30 min. acetic acid (4.2 ml) is added. The mixture is concentrated under reduced pressure. The residue is taken up in ether. The ether solution is washed to neutral with water and saturated NaCl solution, dried and evaporated to yield trans-2-... Starting materials: ClC1=NC2=C(C(=CC=C2N=C1)OC)OC (2-chloro-7,8-dimethoxy-quinoxaline), SCCO (2-mercaptoethanol), C(C)(C)(C)OC(NC1CCNCC1)=O (piperidin-4-yl-carbamic acid tert-butyl ester), O=C1CSC2=C(N1)C=C(C=C2)C(=O)O (3-oxo-3,4-dihydro-2H-benzo[1,4]thiazine-6-carboxylic acid). Yields the product COC1=CC=C2N=CC(=NC2=C1OC)SCCN1CCC(CC1)NC(=O)C=1C=CC2=C(NC(CS2)=O)C1 (3-oxo-3,4-dihydro-2H-benzo[1,4]thiazine-6-carboxylic acid {1-[2-(7,8-dimethoxy-quinoxalin-2-ylsulfanyl)-ethyl]-piperidin-4-yl}-amide). As a reaction SMILES: Cl[C:2]1[CH:11]=[N:10][C:9]2[C:4](=[C:5]([O:14][CH3:15])[C:6]([O:12][CH3:13])=[CH:7][CH:8]=2)[N:3]=1.[SH:16][CH2:17][CH2:18]O.C(O[C:25](=[O:33])[NH:26][CH:27]1[CH2:32][CH2:31][NH:30][CH2:29][CH2:28]1)(C)(C)C.[O:34]=[C:35]1[NH:40][C:39]2[CH:41]=[C:42](C(O)=O)[CH:43]=[CH:44][C:38]=2[S:37][CH2:36]1>>[CH3:13][O:12][C:6]1[C:5]([O:14][CH3:15])=[C:4]2[C:9]([N:10]=[CH:11][C:2]([S:16][CH2:17][CH2:18][N:30]3[CH2:29][CH2:28][CH:27]([NH:26][C:25]([C:42]4[CH:43]=[CH:44][C:38]5[S:37][CH2:36][C:35](=[O:34])[NH:40][C:39]=5[CH:41]=4)=[O:33])[CH2:32][CH2:31]3)=[N:3]2)=[CH:8][CH:7]=1. Reported procedure: The title compound is prepared as a light brown solid following Scheme 3 and in analogy to Example 35 using 2-chloro-7,8-dimethoxy-quinoxaline, 2-mercaptoethanol, piperidin-4-yl-carbamic acid tert-butyl ester and 3-oxo-3,4-dihydro-2H-benzo[1,4]thiazine-6-carboxylic acid as starting materials. Reactants: O=C([O-])[O-], Cc1ccccc1, Clc1ccc2c(c1)CC(N1CCNCC1)c1ccccc1S2, O=C1OCCN1CCCl, [I-], [K+], [K+], [K+], O. The product is O=C1OCCN1CCN1CCN(C2Cc3cc(Cl)ccc3Sc3ccccc32)CC1. RXN SMILES: [C:23](=[O:24])([O-:25])[O-:26].[CH3:41][c:42]1[cH:43][cH:44][cH:45][cH:46][cH:47]1.[Cl:1][c:2]1[cH:3][c:4]2[c:5]([cH:21][cH:22]1)[S:6][c:7]1[c:8]([cH:17][cH:18][cH:19][cH:20]1)[CH:9]([N:11]1[CH2:12][CH2:13][NH:14][CH2:15][CH2:16]1)[CH2:10]2.[Cl:31][CH2:32][CH2:33][N:34]1[C:35](=[O:39])[O:36][CH2:37][CH2:38]1.[I-:30].[K+:27].[K+:28].[K+:29].[OH2:40]>>[Cl:1][c:2]1[cH:3][c:4]2[c:5]([cH:21][cH:22]1)[S:6][c:7]1[c:8]([cH:17][cH:18][cH:19][cH:20]1)[CH:9]([N:11]1[CH2:12][CH2:13][N:14]([CH2:32][CH2:33][N:34]3[C:35](=[O:39])[O:36][CH2:37][CH2:38]3)[CH2:15][CH2:16]1)[CH2:10]2. Starting materials: C(C)(=O)OCC (ethyl acetate), COC(C1=C(C=CC(=C1)Cl)CBr)=O (2-bromomethyl-5-chloro-benzoic acid methyl ester), C(C1=CC=CC=C1)N (benzylamine), C(=O)([O-])[O-].[K+].[K+] (K2CO3). Run in C1(=CC=CC=C1)C (toluene), CCCCCC (hexane). Conditions: temperature 100 celsius, time 2 hour. The product is C(C1=CC=CC=C1)N1C(C2=CC(=CC=C2C1)Cl)=O (2-benzyl-6-chloro-2,3-dihydro-isoindol-1-one). The yield is 60.2%. Reaction SMILES: CO[C:3](=[O:13])[C:4]1[CH:9]=[C:8]([Cl:10])[CH:7]=[CH:6][C:5]=1[CH2:11]Br.[CH2:14]([NH2:21])[C:15]1[CH:20]=[CH:19][CH:18]=[CH:17][CH:16]=1.C([O-])([O-])=O.[K+].[K+].C(OCC)(=O)C>C1(C)C=CC=CC=1.CCCCCC>[CH2:14]([N:21]1[CH2:11][C:5]2[C:4](=[CH:9][C:8]([Cl:10])=[CH:7][CH:6]=2)[C:3]1=[O:13])[C:15]1[CH:20]=[CH:19][CH:18]=[CH:17][CH:16]=1 |f:2.3.4|. Procedure: A mixture of 2-bromomethyl-5-chloro-benzoic acid methyl ester (0.200 g, 0.76 mmol), benzylamine (0.135 mL, 1.25 mmol), and K2CO3 (0.276 g, 3.5 mmol) in toluene (5 mL) was heated with stirring at 100° C. for 2 h. Workup and silica gel column chromatography using 30% ethyl acetate in hexane afforded 2-benzyl-6-chloro-2,3-dihydro-isoindol-1-one (0.118 g, 60%). 1H NMR (300 MHz, CDCl3): δ (ppm) 4.23 (s, 2H), 4.68 (s, 2H), 7.29 (m, 7H), 7.76 (d, 1H). GC-MS: m/z 257 (M)+, 180 (M−77)+.